From a dataset of the Open Reaction Database (ORD), a public repository of structured organic reaction records. describe an organic reaction: reactants, conditions, products, and yield Starting materials: CC1([C@@H](N2[C@H](S1)[C@@H](C2=O)NC(=O)CC=3C=CC=CC3)C(=O)[O-])C.[K+].C[C@H]1[C@@]([C@H]([C@@H](O1)O[C@@H]2[C@H]([C@@H]([C@H]([C@@H]([C@H]2O)O)NC(=N)N)O)NC(=N)N)O[C@H]3[C@H]([C@@H]([C@H]([C@@H](O3)CO)O)O)NC)(C=O)O (Penicillin Streptomycin), C[C@H]1[C@@]([C@H]([C@@H](O1)O[C@@H]2[C@H]([C@@H]([C@H]([C@@H]([C@H]2O)O)NC(=N)N)O)NC(=N)N)O[C@H]3[C@H]([C@@H]([C@H]([C@@H](O3)CO)O)O)NC)(C=O)O (Streptomycin), C[C@H]1[C@@]([C@H]([C@@H](O1)O[C@@H]2[C@H]([C@@H]([C@H]([C@@H]([C@H]2O)O)NC(=N)N)O)NC(=N)N)O[C@H]3[C@H]([C@@H]([C@H]([C@@H](O3)CO)O)O)NC)(C=O)O (Streptomycin), C[C@H]1[C@@]([C@H]([C@@H](O1)O[C@@H]2[C@H]([C@@H]([C@H]([C@@H]([C@H]2O)O)NC(=N)N)O)NC(=N)N)O[C@H]3[C@H]([C@@H]([C@H]([C@@H](O3)CO)O)O)NC)(C=O)O (Streptomycin), CC1([C@@H](N2[C@H](S1)[C@@H](C2=O)NC(=O)CC=3C=CC=CC3)C(=O)[O-])C.[K+] (Penicillin). The product is C[C@@H](C(=O)N[C@@H](CCC(=O)N)C(=O)O)N (Glutamax). As a reaction SMILES: C[C:2]1([CH3:23])S[C@@H:5]2[C@H:7]([NH:10]C(CC3C=CC=CC=3)=O)[C:8](=[O:9])[N:4]2[C@H:3]1[C:20]([O-:22])=[O:21].[K+].C[C@@H]1O[C@@H](O[C@H]2[C@H](O)[C@@H](O)[C@H](NC(N)=N)[C@@H](O)[C@@H]2NC(N)=N)[C@H](O[C@@H]2O[C@@H](CO)[C@H](O)[C@@H](O)[C@@H]2NC)[C@@]1(O)C=O.C[C@@H]1O[C@@H](O[C@H]2[C@H](O)[C@@H](O)[C@H](NC(N)=N)[C@@H](O)[C@@H]2NC(N)=N)[C@H](O[C@@H]2O[C@@H](CO)[C@H](O)[C@@H](O)[C@@H]2NC)[C@@]1(O)C=O.CC1(C)S[C@@H]2[C@H](NC(CC3C=CC=CC=3)=O)[C:112](=[O:113])[N:108]2[C@H]1C([O-])=O.[K+]>>[CH3:5][C@H:7]([NH2:10])[C:8]([NH:4][C@H:3]([C:20]([OH:22])=[O:21])[CH2:2][CH2:23][C:112]([NH2:108])=[O:113])=[O:9] |f:0.1.2,4.5|. Procedure: Penicillin/Streptomycin are aseptically added to 500 mL RPMI in a biosafety cabinet. The Penicllin/Streptomycin 100× stock is supplied by, for example, Gibco (10,000 Units/mL Penicillin, 10,000 ug/mL Streptomycin). Stock L-glutamine 100× (as supplied, for example, by Invitrogen) Note: To be kept in a fridge (4° C.) for 4 weeks. Warm up in a water bath set at 37° C. prior to use. Anti-Human IL-17 Detection Antibody Components: